This data is from the Open Reaction Database (ORD), a public repository of structured organic reaction records. The task is: describe an organic reaction: reactants, conditions, products, and yield Starting materials: Cl.C(C)(C)N(CCOC1=CC=C(C(=O)O)C=C1)C(C)C (4-(2-diisopropylaminoethoxy)benzoic acid, hydrochloride), [Cl-].[Al+3].[Cl-].[Cl-] (aluminum chloride), acid chloride, CS(=O)(=O)OC=1C=CC2=C(SC(=C2)C2=CC=C(C=C2)OS(=O)(=O)C)C1 (6-methanesulfonyloxy-2-(4-methanesulfonyloxyphenyl)benzo[b]thiophene). Run in C(C)O (ethanol). The product is Cl.C(C)(C)N(CCOC1=CC=C(C(=O)C=2C3=C(SC2C2=CC=C(C=C2)OS(=O)(=O)C)C=C(C=C3)OS(=O)(=O)C)C=C1)C(C)C (3-[4-(2-diisopropylaminoethoxy)benzoyl]-6-methanesulfonyloxy-2-(4-methanesulfonyloxyphenyl)benzo[b]thiophene, hydrochloride). As a reaction SMILES: [ClH:1].[CH:2]([N:5]([CH:18]([CH3:20])[CH3:19])[CH2:6][CH2:7][O:8][C:9]1[CH:17]=[CH:16][C:12]([C:13]([OH:15])=O)=[CH:11][CH:10]=1)([CH3:4])[CH3:3].[CH3:21][S:22]([O:25][C:26]1[CH:27]=[CH:28][C:29]2[CH:33]=[C:32]([C:34]3[CH:39]=[CH:38][C:37]([O:40][S:41]([CH3:44])(=[O:43])=[O:42])=[CH:36][CH:35]=3)[S:31][C:30]=2[CH:45]=1)(=[O:24])=[O:23].[Cl-].[Al+3].[Cl-].[Cl-]>C(O)C>[ClH:1].[CH:18]([N:5]([CH:2]([CH3:3])[CH3:4])[CH2:6][CH2:7][O:8][C:9]1[CH:10]=[CH:11][C:12]([C:13]([C:33]2[C:29]3[CH:28]=[CH:27][C:26]([O:25][S:22]([CH3:21])(=[O:24])=[O:23])=[CH:45][C:30]=3[S:31][C:32]=2[C:34]2[CH:35]=[CH:36][C:37]([O:40][S:41]([CH3:44])(=[O:42])=[O:43])=[CH:38][CH:39]=2)=[O:15])=[CH:16][CH:17]=1)([CH3:20])[CH3:19] |f:0.1,3.4.5.6,8.9|. Procedure: A 7.6 g. portion of 4-(2-diisopropylaminoethoxy)benzoic acid, hydrochloride, was converted to the acid chloride as described in Example 1 above, and was used to acylate 5 g. of 6-methanesulfonyloxy-2-(4-methanesulfonyloxyphenyl)benzo[b]thiophene in the presence of 20 g. of aluminum chloride. Work up according to Example 4 gave 7.4 g. of crystalline product after trituration of the isolated oil with denatured ethanol. The product was recrystallized from denatured ethanol to obtain 6.5 g. of purif... The reactants are NH4HCO3, FC=1C(=C2C(=NC1)C=NN2)I (6-Fluoro-7-iodo-1H-pyrazolo[4,3-b]pyridine), BrCCOC (1-bromo-2-methoxyethane), [H-].[Na+] (sodium hydride). Run in O.C(C)#N (water acetonitrile), O (water), CN(C)C=O (DMF). Run at time 90 minute. The product is FC1=C(C=2C(N=C1)=CN(N2)CCOC)I (6-fluoro-7-iodo-2-(2-methoxyethyl)-2H-pyrazolo[4,3-b]pyridine). The yield is 28.4%. Reaction SMILES: [F:1][C:2]1[C:3]([I:11])=[C:4]2[NH:10][N:9]=[CH:8][C:5]2=[N:6][CH:7]=1.[H-].[Na+].Br[CH2:15][CH2:16][O:17][CH3:18]>CN(C=O)C.O.C(#N)C.O>[F:1][C:2]1[CH:7]=[N:6][C:5]2=[CH:8][N:9]([CH2:15][CH2:16][O:17][CH3:18])[N:10]=[C:4]2[C:3]=1[I:11] |f:1.2,5.6|. Procedure: 6-Fluoro-7-iodo-1H-pyrazolo[4,3-b]pyridine (150 mg, 0.570 mmol) was dissolved in DMF (5 mL) and sodium hydride (34.2 mg, 0.855 mmol) was added slowly, followed by 1-bromo-2-methoxyethane (0.080 ml, 0.855 mmol). After 90 minutes, the reaction was quenched with crushed ice and the reaction mixture was purified by preparative HPLC eluting with 20/80 (v/v) water/acetonitrile in 10 mmol NH4HCO3 in water on a Phenomenex Gemini Prep 5 μm C18, 75×30 mm column) to give 6-fluoro-7-iodo-2-(2-methoxyethyl)-... The reactants are COC(=O)c1cnc(Br)c(-c2ccc(Cl)cc2)n1, OCC(F)(F)F. Yields the product COC(=O)c1cnc(OCC(F)(F)F)c(-c2ccc(Cl)cc2)n1. RXN SMILES: [CH3:1][O:2][C:3](=[O:4])[c:5]1[n:6][c:7](-[c:12]2[cH:13][cH:14][c:15]([Cl:18])[cH:16][cH:17]2)[c:8]([Br:11])[n:9][cH:10]1.[OH:19][CH2:20][C:21]([F:22])([F:23])[F:24]>>[CH3:1][O:2][C:3](=[O:4])[c:5]1[n:6][c:7](-[c:12]2[cH:13][cH:14][c:15]([Cl:18])[cH:16][cH:17]2)[c:8]([O:19][CH2:20][C:21]([F:22])([F:23])[F:24])[n:9][cH:10]1. The reactants are CC(=O)[O-], CC(=O)[O-], C=COC(C)=O, CN(C)C=O, [Pd+2], O=S(=O)(Oc1ccc2ccccc2c1)C(F)(F)F, c1ccc(P(c2ccccc2)c2ccccc2)cc1. Product: CC(=O)OC=Cc1ccc2ccccc2c1. As a reaction SMILES: [C:49]([O-:50])(=[O:51])[CH3:52].[C:54]([O-:55])(=[O:56])[CH3:57].[CH3:38][C:39](=[O:40])[O:41][CH:42]=[CH2:43].[O:44]=[CH:45][N:46]([CH3:47])[CH3:48].[Pd+2:53].[S:1]([O:2][c:9]1[cH:10][c:11]2[cH:12][cH:13][cH:14][cH:15][c:16]2[cH:17][cH:18]1)([C:3]([F:4])([F:5])[F:6])(=[O:7])=[O:8].[c:19]1([P:20]([c:21]2[cH:22][cH:23][cH:24][cH:25][cH:26]2)[c:27]2[cH:28][cH:29][cH:30][cH:31][cH:32]2)[cH:33][cH:34][cH:35][cH:36][cH:37]1>>[c:9]1([CH:43]=[CH:42][O:41][C:39]([CH3:38])=[O:40])[cH:10][c:11]2[cH:12][cH:13][cH:14][cH:15][c:16]2[cH:17][cH:18]1. The reactants are CC(=O)[O-], CC(=O)[O-], CCOC(=O)C(CC)=[N+]=[N-], Cc1ccccc1, O, CCCc1c(Cc2ccc(-c3ccccc3C#N)cc2)c(=O)n(C2CCC(O)CC2)c2nc(C)nn12, [Rh+2]. Product: CCCc1c(Cc2ccc(-c3ccccc3C#N)cc2)c(=O)n(C2CCC(OC(CC)C(=O)OCC)CC2)c2nc(C)nn12. RXN SMILES: [C:55]([O-:56])(=[O:57])[CH3:58].[C:60]([O-:61])(=[O:62])[CH3:63].[CH2:37]([CH3:38])[O:39][C:40]([C:41]([CH2:42][CH3:43])=[N+:44]=[N-:45])=[O:46].[CH3:48][c:49]1[cH:50][cH:51][cH:52][cH:53][cH:54]1.[OH2:47].[OH:1][CH:2]1[CH2:3][CH2:4][CH:5]([n:8]2[c:9]3[n:10]([c:11]([CH2:30][CH2:31][CH3:32])[c:12]([CH2:15][c:16]4[cH:17][cH:18][c:19](-[c:22]5[c:23]([C:28]#[N:29])[cH:24][cH:25][cH:26][cH:27]5)[cH:20][cH:21]4)[c:13]2=[O:14])[n:33][c:34]([CH3:36])[n:35]3)[CH2:6][CH2:7]1.[Rh+2:59]>>[O:1]([CH:2]1[CH2:3][CH2:4][CH:5]([n:8]2[c:9]3[n:10]([c:11]([CH2:30][CH2:31][CH3:32])[c:12]([CH2:15][c:16]4[cH:17][cH:18][c:19](-[c:22]5[c:23]([C:28]#[N:29])[cH:24][cH:25][cH:26][cH:27]5)[cH:20][cH:21]4)[c:13]2=[O:14])[n:33][c:34]([CH3:36])[n:35]3)[CH2:6][CH2:7]1)[CH:41]([C:40]([O:39][CH2:37][CH3:38])=[O:46])[CH2:42][CH3:43]. Reactants: N1=NC=CC2=C1OCC2N (5,6-dihydrofuro[2,3-c]pyridazin-5-amine), CON=C1COC2=CN=CC(=C21)C (4-methylfuro[2,3-c]pyridin-3(2H)-one O-methyl oxime). The product is CC1=C2C(=CN=C1)OCC2N (4-methyl-2,3-dihydrofuro[2,3-c]pyridin-3-amine). RXN SMILES: N1C2OCC(N)C=2C=CN=1.CO[N:13]=[C:14]1[C:22]2[C:17](=[CH:18][N:19]=[CH:20][C:21]=2[CH3:23])[O:16][CH2:15]1>>[CH3:23][C:21]1[CH:20]=[N:19][CH:18]=[C:17]2[O:16][CH2:15][CH:14]([NH2:13])[C:22]=12. Procedure details: This compound was prepared using a method analogous to that of 5,6-dihydrofuro[2,3-c]pyridazin-5-amine (A.2.3.4), 4-methylfuro[2,3-c]pyridin-3(2H)-one O-methyl oxime replacing furo[2,3-c]pyridazin-5(6H)-one O-methyl oxime; The reactants are bis(phenylnitrile)palladium (II) chloride, C(C)(C)(C)P(C(C)(C)C)C(C)(C)C (tri-tert-butylphosphine), C(C)NCC (diethylamine), C(#C)C=1C=NC=C(C#N)C1 (5-ethynyl-nicotinonitrile), FC1=C(C=C(C=C1)I)O (2-fluoro-5-iodophenol). Reagents/catalysts: [Cu]I (copper (I) iodide). The solvent is C(C)OCC (diethyl ether), O1CCOCC1 (1,4-dioxane), O1CCOCC1 (1,4-dioxane). Reaction conditions: temperature 60 celsius, time 10 minute. Yields the product OC=1C=C(C=CC1F)C#CC=1C=NC=C(C#N)C1 (5-(3-Hydroxy-4-fluorophenylethynyl)-nicotinonitrile). Yield: 42.0%. Reaction SMILES: [C:1]([C:3]1[CH:4]=[N:5][CH:6]=[C:7]([CH:10]=1)[C:8]#[N:9])#[CH:2].[F:11][C:12]1[CH:17]=[CH:16][C:15](I)=[CH:14][C:13]=1[OH:19].C(P(C(C)(C)C)C(C)(C)C)(C)(C)C.C(NCC)C>O1CCOCC1.C(OCC)C.[Cu]I>[OH:19][C:13]1[CH:14]=[C:15]([C:2]#[C:1][C:3]2[CH:4]=[N:5][CH:6]=[C:7]([CH:10]=2)[C:8]#[N:9])[CH:16]=[CH:17][C:12]=1[F:11]. Procedure details: Add bis(phenylnitrile)palladium (II) chloride (115 mg, 0.3 mmol) to a suspension of copper (I) iodide (38 mg, 0.2 mmol) in anhydrous 1,4-dioxane (1 mL) under nitrogen and stir for 10 min. Sequentially add 5-ethynyl-nicotinonitrile (1.28 g, 10 mmol), (prepared essentially as described in PREPARATION 4), 2-fluoro-5-iodophenol, (prepared essentially as described in PREPARATION 15), (2.37 g, 10 mmol) and tri-tert-butylphosphine (121 mg, 0.6 mmol) in 1,4-dioxane (5 mL) and diethylamine (2.1 mL, 12 mm...